This data is from the Open Reaction Database (ORD), a public repository of structured organic reaction records. The task is: describe an organic reaction: reactants, conditions, products, and yield The reactants are C1CCOC1, O=[N+]([O-])c1cc(Cl)cnc1O, C=CCO. Product: C=CCOc1ncc(Cl)cc1[N+](=O)[O-]. Reaction SMILES: [CH2:16]1[O:17][CH2:18][CH2:19][CH2:20]1.[Cl:1][c:2]1[cH:3][c:4]([N+:9](=[O:10])[O-:11])[c:5]([OH:8])[n:6][cH:7]1.[OH:12][CH2:13][CH:14]=[CH2:15]>>[Cl:1][c:2]1[cH:3][c:4]([N+:9](=[O:10])[O-:11])[c:5]([O:8][CH2:15][CH:14]=[CH2:13])[n:6][cH:7]1. Reactants: CN(C)CCN(C)C (TMEDA), CN(C)C=O (DMF), ClC=1C=C(C(=O)NC(C)(C2=CC=CC=C2)C)C=CC1 (3-Chloro-N-(1-methyl-1-phenylethyl)benzamide), C(C)(CC)[Li].CCCCCC (sec-butyllithium hexane). Run in C1CCOC1 (THF), O (water). Run at time 2.5 hour. Yields the product ClC1=C2C(N(C(C2=CC=C1)=O)C(C)(C1=CC=CC=C1)C)O (4-chloro-3-hydroxy-2-(1-methyl-1-phenylethyl)isoindolinone). Yield: 88.8%. RXN SMILES: [Cl:1][C:2]1[CH:3]=[C:4]([CH:17]=[CH:18][CH:19]=1)[C:5]([NH:7][C:8]([CH3:16])([C:10]1[CH:15]=[CH:14][CH:13]=[CH:12][CH:11]=1)[CH3:9])=[O:6].CN(CCN(C)C)C.C([Li])(CC)C.CCCCCC.CN([CH:42]=[O:43])C>C1COCC1.O>[Cl:1][C:2]1[CH:19]=[CH:18][CH:17]=[C:4]2[C:3]=1[CH:42]([OH:43])[N:7]([C:8]([CH3:16])([C:10]1[CH:11]=[CH:12][CH:13]=[CH:14][CH:15]=1)[CH3:9])[C:5]2=[O:6] |f:2.3|. Procedure: 3-Chloro-N-(1-methyl-1-phenylethyl)benzamide (7.00 g, 25.6 mmol) was dissolved in THF (280 mL), and the solution was added with TMEDA (12.4 mL, 81.9 mmol), then added with sec-butyllithium-hexane solution (0.99 mol/L, 82.7 mL, 81.9 mmol) by drops at −78° C. for 40 minutes under argon atmosphere, followed by stirring at the same temperature for 2.5 hours. Then, the mixture was added with DMF (4.36 mL, 56.3 mmol) and warmed from −78° C. to room temperature over 2 hours. The reaction mixture was ad... Starting materials: C1(CC1)C=1C=C(C=CC1)[C@H](C)NC(=O)C=1C=C2C(=C(N(C2=CC1)CC=1C=C(C(=O)OC)C=CC1)C)C ((S)-Methyl 3-((5-((1-(3-cyclopropylphenyl)ethyl)carbamoyl)-2,3-dimethyl-1H-indol-1-yl)methyl)benzoate), [OH-].[Na+] (NaOH). The solvent is CO (MeOH), CS(=O)C (DMSO). The product is C1(CC1)C=1C=C(C=CC1)[C@H](C)NC(=O)C=1C=C2C(=C(N(C2=CC1)CC=1C=C(C(=O)O)C=CC1)C)C ((S)-3-((5-((1-(3-Cyclopropylphenyl)ethyl)carbamoyl)-2,3-dimethyl-1H-indol-1-yl)methyl)benzoic acid). RXN SMILES: [CH:1]1([C:4]2[CH:5]=[C:6]([C@@H:10]([NH:12][C:13]([C:15]3[CH:16]=[C:17]4[C:21](=[CH:22][CH:23]=3)[N:20]([CH2:24][C:25]3[CH:26]=[C:27]([CH:32]=[CH:33][CH:34]=3)[C:28]([O:30]C)=[O:29])[C:19]([CH3:35])=[C:18]4[CH3:36])=[O:14])[CH3:11])[CH:7]=[CH:8][CH:9]=2)[CH2:3][CH2:2]1.[OH-].[Na+]>CO.CS(C)=O>[CH:1]1([C:4]2[CH:5]=[C:6]([C@@H:10]([NH:12][C:13]([C:15]3[CH:16]=[C:17]4[C:21](=[CH:22][CH:23]=3)[N:20]([CH2:24][C:25]3[CH:26]=[C:27]([CH:32]=[CH:33][CH:34]=3)[C:28]([OH:30])=[O:29])[C:19]([CH3:35])=[C:18]4[CH3:36])=[O:14])[CH3:11])[CH:7]=[CH:8][CH:9]=2)[CH2:2][CH2:3]1 |f:1.2|. Procedure: A solution of (S)-Methyl 3-((5-((1-(3-cyclopropylphenyl)ethyl)carbamoyl)-2,3-dimethyl-1H-indol-1-yl)methyl)benzoate (˜0.07 mmol) and NaOH (2 M, 0.5 mL) in MeOH (2 mL) and DMSO (1 mL) was stirred at rt for 15 h. It was neutralized and purified by preparative HPLC to yield the title compound as a white solid. ESI-MS (m/z): 467 [M+H]+. Starting materials: C(C)=O (Acetaldehyde), ClC(C)Cl (dichloroethane), C1(=CC=CC=C1)C1=NC2=CC(=CC=C2C=C1)C=1N=C(N2C1C(=NC=C2)N)CC2CCNCC2 (1-(2-Phenyl-quinolin-7-yl)-3-piperidin-4-ylmethyl-imidazo[1,5-a]pyrazin-8-ylamine), C(C)(=O)O[BH-](OC(C)=O)OC(C)=O.[Na+] (sodium triacetoxyborohydride). Reaction conditions: time 8 hour. Yields the product C(C)N1CCC(CC1)CC1=NC(=C2N1C=CN=C2N)C2=CC=C1C=CC(=NC1=C2)C2=CC=CC=C2 (3-(1-Ethyl-piperidin-4-ylmethyl)-1-(2-phenyl-quinolin-7-yl)-imidazo[1,5-a]pyrazin-8-ylamine). As a reaction SMILES: [CH:1](=O)[CH3:2].ClC(Cl)C.[C:8]1([C:14]2[CH:23]=[CH:22][C:21]3[C:16](=[CH:17][C:18]([C:24]4[N:25]=[C:26]([CH2:34][CH:35]5[CH2:40][CH2:39][NH:38][CH2:37][CH2:36]5)[N:27]5[CH:32]=[CH:31][N:30]=[C:29]([NH2:33])[C:28]=45)=[CH:19][CH:20]=3)[N:15]=2)[CH:13]=[CH:12][CH:11]=[CH:10][CH:9]=1.C(O[BH-](OC(=O)C)OC(=O)C)(=O)C.[Na+]>>[CH2:1]([N:38]1[CH2:39][CH2:40][CH:35]([CH2:34][C:26]2[N:27]3[CH:32]=[CH:31][N:30]=[C:29]([NH2:33])[C:28]3=[C:24]([C:18]3[CH:17]=[C:16]4[C:21]([CH:22]=[CH:23][C:14]([C:8]5[CH:9]=[CH:10][CH:11]=[CH:12][CH:13]=5)=[N:15]4)=[CH:20][CH:19]=3)[N:25]=2)[CH2:36][CH2:37]1)[CH3:2] |f:3.4|. Procedure details: Acetaldehyde (6.76 mg, 0.15 mmol) in dichloroethane (5 mL, 2 equiv) was added to 1-(2-Phenyl-quinolin-7-yl)-3-piperidin-4-ylmethyl-imidazo[1,5-a]pyrazin-8-ylamine (100.00 mg, 0.23 mmol) and sodium triacetoxyborohydride (65.0 mg, 306.8 mmol). The reaction mixture was stirred at rt overnight. The crude product was purified by a 5 g Jones silica gel (dry loaded with silica, wetted with 100% CH2Cl2, eluted with 100% CH2Cl2→3% (7N NH3) in MeOH/CH2Cl2→6% (7N NH3) in MeOH/CH2Cl2) and afforded the desir... The reactants are IC (iodomethane), [OH-].[Na+] (sodium hydroxide), C(CCC)NC1=CC=CC=2N1N=C(C2C2=NC(=NC=C2)[S-])C2=CC=C(C=C2)F (4-[7-(butylamino)-2-(4-fluorophenyl)pyrazolo[1,5-α]pyridin-3-yl]-2-pyrimidinethiolate). Solvent: O (water), O (water). Reaction conditions: time 4 hour. Yields the product C(CCC)NC1=CC=CC=2N1N=C(C2C2=NC(=NC=C2)SC)C2=CC=C(C=C2)F (N-butyl-2-(4-fluorophenyl)-3-[2-(methylsulfanyl)-4-pyrimidinyl]pyrazolo[1,5-α]pyridin-7-amine). Yield: 58.3%. As a reaction SMILES: [CH2:1]([NH:5][C:6]1[N:11]2[N:12]=[C:13]([C:22]3[CH:27]=[CH:26][C:25]([F:28])=[CH:24][CH:23]=3)[C:14]([C:15]3[CH:20]=[CH:19][N:18]=[C:17]([S-:21])[N:16]=3)=[C:10]2[CH:9]=[CH:8][CH:7]=1)[CH2:2][CH2:3][CH3:4].I[CH3:30].[OH-].[Na+]>O>[CH2:1]([NH:5][C:6]1[N:11]2[N:12]=[C:13]([C:22]3[CH:23]=[CH:24][C:25]([F:28])=[CH:26][CH:27]=3)[C:14]([C:15]3[CH:20]=[CH:19][N:18]=[C:17]([S:21][CH3:30])[N:16]=3)=[C:10]2[CH:9]=[CH:8][CH:7]=1)[CH2:2][CH2:3][CH3:4] |f:2.3|. Procedure details: A mixture of 4-[7-(butylamino)-2-(4-fluorophenyl)pyrazolo[1,5-α]pyridin-3-yl]-2-pyrimidinethiolate (2.87 g, 6.9 mmol) in 50 mL water was treated with iodomethane (0.86 mL, 13.8 mmol) and sodium hydroxide (4.1 mL, 5 N aqueous solution) and allowed to stir at room temperature for 4 hours. The mixture was diluted with additional water and extracted with dichloromethane. The organic layers were washed with brine, dried over magnesium sulfate and concentrated. Flash column chromatography eluting with... The reactants are C1CCOC1, COC(=O)CCCCCCC(=O)Nc1ccc(C(=O)NN=C2C(=O)Nc3ccc(I)cc32)cc1, [Na+], [OH-], O. Product: O=C(O)CCCCCCC(=O)Nc1ccc(C(=O)NN=C2C(=O)Nc3ccc(I)cc32)cc1. RXN SMILES: [CH2:37]1[O:38][CH2:39][CH2:40][CH2:41]1.[I:1][c:2]1[cH:3][c:4]2[c:8]([cH:9][cH:10]1)[NH:7][C:6](=[O:11])[C:5]2=[N:12][NH:13][C:14](=[O:15])[c:16]1[cH:17][cH:18][c:19]([NH:22][C:23]([CH2:24][CH2:25][CH2:26][CH2:27][CH2:28][CH2:29][C:30](=[O:31])[O:32][CH3:33])=[O:34])[cH:20][cH:21]1.[Na+:36].[OH-:35].[OH2:42]>>[I:1][c:2]1[cH:3][c:4]2[c:8]([cH:9][cH:10]1)[NH:7][C:6](=[O:11])[C:5]2=[N:12][NH:13][C:14](=[O:15])[c:16]1[cH:17][cH:18][c:19]([NH:22][C:23]([CH2:24][CH2:25][CH2:26][CH2:27][CH2:28][CH2:29][C:30](=[O:31])[OH:32])=[O:34])[cH:20][cH:21]1. Reactants: O=C([O-])[O-], Cc1ccccc1, CC1(C)Cc2c(cc(Cl)cc2B(O)O)O1, [K+], [K+], Cc1c(Br)cnc(N)c1C#N, c1ccc(P(c2ccccc2)(c2ccccc2)[Pd](P(c2ccccc2)(c2ccccc2)c2ccccc2)(P(c2ccccc2)(c2ccccc2)c2ccccc2)P(c2ccccc2)(c2ccccc2)c2ccccc2)cc1. Yields the product Cc1c(-c2cc(Cl)cc3c2CC(C)(C)O3)cnc(N)c1C#N. As a reaction SMILES: [C:27](=[O:28])([O-:29])[O-:30].[CH3:33][c:34]1[cH:35][cH:36][cH:37][cH:38][cH:39]1.[Cl:12][c:13]1[cH:14][c:15]2[c:16]([c:22]([B:24]([OH:25])[OH:26])[cH:23]1)[CH2:17][C:18]([CH3:20])([CH3:21])[O:19]2.[K+:31].[K+:32].[NH2:1][c:2]1[n:3][cH:4][c:5]([Br:11])[c:6]([CH3:10])[c:7]1[C:8]#[N:9].[cH:40]1[cH:41][cH:42][c:43]([P:44]([Pd:45]([P:46]([c:47]2[cH:48][cH:49][cH:50][cH:51][cH:52]2)([c:53]2[cH:54][cH:55][cH:56][cH:57][cH:58]2)[c:59]2[cH:60][cH:61][cH:62][cH:63][cH:64]2)([P:65]([c:66]2[cH:67][cH:68][cH:69][cH:70][cH:71]2)([c:72]2[cH:73][cH:74][cH:75][cH:76][cH:77]2)[c:78]2[cH:79][cH:80][cH:81][cH:82][cH:83]2)[P:84]([c:85]2[cH:86][cH:87][cH:88][cH:89][cH:90]2)([c:91]2[cH:92][cH:93][cH:94][cH:95][cH:96]2)[c:97]2[cH:98][cH:99][cH:100][cH:101][cH:102]2)([c:103]2[cH:104][cH:105][cH:106][cH:107][cH:108]2)[c:109]2[cH:110][cH:111][cH:112][cH:113][cH:114]2)[cH:115][cH:116]1>>[NH2:1][c:2]1[n:3][cH:4][c:5](-[c:22]2[c:16]3[c:15]([cH:14][c:13]([Cl:12])[cH:23]2)[O:19][C:18]([CH3:20])([CH3:21])[CH2:17]3)[c:6]([CH3:10])[c:7]1[C:8]#[N:9]. Starting materials: NC1=CC(=NO1)C(C)CC (5-amino-3-sec-butylisoxazole), N1=CC=CC=C1 (pyridine), ClC(=O)OCC(Cl)(Cl)Cl (2,2,2-trichloroethyl chloroformate). Run in C(Cl)Cl (DCM), C(Cl)Cl (DCM). Reaction conditions: time 8 hour. Yields the product ClC(COC(NC1=CC(=NO1)C(C)CC)=O)(Cl)Cl ((3-sec-Butyl-isoxazol-5-yl)-carbamic acid 2,2,2-trichloro-ethyl ester). Yield: 140.2%. Reaction SMILES: [NH2:1][C:2]1[O:6][N:5]=[C:4]([CH:7]([CH2:9][CH3:10])[CH3:8])[CH:3]=1.N1C=CC=CC=1.Cl[C:18]([O:20][CH2:21][C:22]([Cl:25])([Cl:24])[Cl:23])=[O:19]>C(Cl)Cl>[Cl:23][C:22]([Cl:25])([Cl:24])[CH2:21][O:20][C:18](=[O:19])[NH:1][C:2]1[O:6][N:5]=[C:4]([CH:7]([CH2:9][CH3:10])[CH3:8])[CH:3]=1. Procedure: To a solution of 5-amino-3-sec-butylisoxazole (500 mg; 3.57 mmol; 1 equiv.) and pyridine (0.58 mL; 7.13 mmol; 2 equiv.) in DCM (30 mL) was added 0.74 mL (5.35 mmol; 1.5 equiv.) of 2,2,2-trichloroethyl chloroformate dropwise. The reaction mixture was stirred overnight at room temperature, then diluted with DCM, and washed sequentially with water, 1N HCL aqueous solution, saturated aqueous NaHCO3 solution and brine. The organic layer was dried over Na2SO4, filtered, and the filtrate was concentrat... Solvent: CCCCCC.CC(C)O (hexane 2-propanol). Product: C1(=CC=CC=C1)C(CCO)=O (1-phenylpropan-3-ol-1-one). Procedure: Determination of the absolute configuration, optical purity and reaction yield of 1-phenyl-1,3-propanediol or a derivative thereof in the examples was determined by high pressure liquid chromatography (column: Chiral Cell OB, manufactured by Daisel Chemical Co., eluent: hexane/2-propanol (8/2), flow rate: 0.7 ml/min, detection: UV 210 nm). The reaction yield represents the mole percentage of (S)-1-phenyl-1,3-propanediol produced per mole of 1-phenylpropan-3-ol-1-one added as starting material. As a reaction SMILES: [C:1]1([CH:7]([OH:11])[CH2:8][CH2:9][OH:10])[CH:6]=[CH:5][CH:4]=[CH:3][CH:2]=1.C1([C@@H](O)CCO)C=CC=CC=1>CCCCCC.CC(O)C>[C:1]1([C:7](=[O:11])[CH2:8][CH2:9][OH:10])[CH:6]=[CH:5][CH:4]=[CH:3][CH:2]=1 |f:2.3|. Reactants: C1(=CC=CC=C1)C(CCO)O (1-phenyl-1,3-propanediol), C1(=CC=CC=C1)[C@H](CCO)O ((S)-1-phenyl-1,3-propanediol). The reactants are acyl chloride, FC=1C=C(C=CC1OC)SC(CC(=O)Cl)(C)C (3-(3-fluoro-4-methoxy-phenysulfanyl)-3-methyl-butyroyl chloride), Cl[Sn](Cl)(Cl)Cl (SnCl4). Run in C(Cl)Cl (CH2Cl2), C(Cl)Cl (CH2Cl2). Product: COC=1C=C2C(CC(SC2=CC1F)(C)C)=O (6-Methoxy-7-fluoro-2,2-dimethyl-thiochroman-4-one). The yield is 78.0%. Reaction SMILES: [F:1][C:2]1[CH:3]=[C:4]([S:10][C:11]([CH3:17])([CH3:16])[CH2:12][C:13](Cl)=[O:14])[CH:5]=[CH:6][C:7]=1[O:8][CH3:9].Cl[Sn](Cl)(Cl)Cl>C(Cl)Cl>[CH3:9][O:8][C:7]1[CH:6]=[C:5]2[C:4](=[CH:3][C:2]=1[F:1])[S:10][C:11]([CH3:17])([CH3:16])[CH2:12][C:13]2=[O:14]. Procedure details: To a solution of the acyl chloride (Compound 202, 2.80 g, 10.1 mmol) in 35 mL of CH2Cl2 at 0° C. was added dropwise a solution of SnCl4 (2.64 g, 10.1 mmol) in 5 mL of CH2Cl2. After 2.5 hours the reaction was quenched by the slow addition of 20 mL H2O. The organic layer was washed with 1M aqueous HCl, 5% aqueous NaOH, H2O, and finally saturated aqueous NaCl before being dried over MgSO4. Concentration under reduced pressure afforded 1.90 g (78%) the title compound as a tan solid. 1H NMR (300 MHz,...